Dataset: the Open Reaction Database (ORD), a public repository of structured organic reaction records. Task: describe an organic reaction: reactants, conditions, products, and yield Reactants: Cl.N12CC3[C@H](C(CC(C1)C3)C2)N ((4r)-1-azatricyclo[3.3.1.13,7]dec-4-ylamine hydrochloride), [N+](=O)([O-])C1=C(C=CC=C1)C1=CC=C(O1)C(=O)O (5-(2-nitrophenyl)-2-furoic acid), N (NH3). Yields the product Cl.N12CC3[C@H](C(CC(C1)C3)C2)NC(=O)C=2OC(=CC2)C2=C(C=CC=C2)[N+](=O)[O-] (5-(2-Nitrophenyl)-furan-2-carboxylic acid(4r)-(1-azatricyclo[3.3.1.13,7]dec-4-yl)-amide hydrochloride). Reaction SMILES: [ClH:1].[N:2]12[CH2:11][CH:6]3[CH2:7][CH:8]([CH2:10][CH:4]([C@H:5]3[NH2:12])[CH2:3]1)[CH2:9]2.[N+:13]([C:16]1[CH:21]=[CH:20][CH:19]=[CH:18][C:17]=1[C:22]1[O:26][C:25]([C:27](O)=[O:28])=[CH:24][CH:23]=1)([O-:15])=[O:14].N>>[ClH:1].[N:2]12[CH2:11][CH:6]3[CH2:7][CH:8]([CH2:10][CH:4]([C@H:5]3[NH:12][C:27]([C:25]3[O:26][C:22]([C:17]4[CH:18]=[CH:19][CH:20]=[CH:21][C:16]=4[N+:13]([O-:15])=[O:14])=[CH:23][CH:24]=3)=[O:28])[CH2:3]1)[CH2:9]2 |f:0.1,4.5|. Procedure: Prepared from (4r)-1-azatricyclo[3.3.1.13,7]dec-4-ylamine hydrochloride and 5-(2-nitrophenyl)-2-furoic acid (Aldrich) according to methods A and C; yield 87 mg, 0.21 mmol (58%): 1H NMR (300 MHz, methanol-d4) δ 2.05-2.28 (m, 5H), 2.45 (s, 2H), 3.50 (s, 1H), 3.52-3.60 (m, 3H), 3.77 (d, J=13 Hz, 2H), 4.26 (s, 1H), 6.91 (d, J=4 Hz, 1H), 7.29 (d, J=3 Hz, 1H), 7.62 (dt, J=8, 2 Hz, 1H), 7.74 (dt, J=8, 1 Hz, 1H), 7.85 (dd, J=8, 1 Hz, 1H), 7.94 (dd, J=8, 1 Hz, 1H); MS (DCI/NH3) m/z 368 (M+H)+; Anal. C20H... Starting materials: COC1=CC=C(C=C1)C=1N=NC(=CC1C1=CC=C(C=C1)OC)Cl (3,4-bis(4-methoxyphenyl)-6-chloropyridazine), C1(=CC=CC=C1)S (thiophenol). Yields the product COC1=CC=C(C=C1)C=1N=NC(=CC1C1=CC=C(C=C1)OC)SC1=CC=CC=C1 (3,4-bis(4-methoxyphenyl)-6-(phenylthio)pyridazine), powder. Isolated yield 12.9%. Reaction SMILES: [CH3:1][O:2][C:3]1[CH:8]=[CH:7][C:6]([C:9]2[N:10]=[N:11][C:12](Cl)=[CH:13][C:14]=2[C:15]2[CH:20]=[CH:19][C:18]([O:21][CH3:22])=[CH:17][CH:16]=2)=[CH:5][CH:4]=1.[C:24]1([SH:30])[CH:29]=[CH:28][CH:27]=[CH:26][CH:25]=1>>[CH3:1][O:2][C:3]1[CH:8]=[CH:7][C:6]([C:9]2[N:10]=[N:11][C:12]([S:30][C:24]3[CH:29]=[CH:28][CH:27]=[CH:26][CH:25]=3)=[CH:13][C:14]=2[C:15]2[CH:20]=[CH:19][C:18]([O:21][CH3:22])=[CH:17][CH:16]=2)=[CH:5][CH:4]=1. Reported procedure: In a similar manner as in Example 2, 3,4-bis(4-methoxyphenyl)-6-chloropyridazine (352.5 mg, 1.08 mmol) and thiophenol were reacted as starting materials at 100° C. for 7 hours and post-treatment was then conducted, whereby the title compound was obtained as a colorless crystalline powder (55.8 mg, 12.9%). Melting point: 176.9-177.8° C. (chloroform-diethyl ether) Reactants: BrC1=CC(=C(C(=C1)C)C(=O)N1CCC(CC1)N1CCCC1)C ((4-bromo-2,6-dimethyl-phenyl)-(4-pyrrolidin-1-yl-piperidin-1-yl)-methanone), CC1=NC(=CC(=C1C(=O)N1CCC(CC1)N1CCCC1)C)C1=CC(=CC=C1)OC(F)(F)F ([2,4-Dimethyl-6-(3-trifluoromethoxy-phenyl)-pyridin-3-yl]-(4-pyrrolidin-1-yl-piperidin-1-yl)-methanone), acid chloride, N1CCC(CC1)N1[C@@H](CCC1)COC(C1=CC=CC=C1)=O (benzoic acid (S)-1-piperidin-4-yl-pyrrolidin-2-ylmethyl ester), N1CCC(CC1)N1[C@@H](CCC1)COC(C1=CC=CC=C1)=O (benzoic acid (S)-1-piperidin-4-yl-pyrrolidin-2-ylmethyl ester). The product is CC1=NC(=CC(=C1C(=O)N1CCC(CC1)N1[C@@H](CCC1)COC(C1=CC=CC=C1)=O)C)C1=CC(=CC=C1)OC(F)(F)F (benzoic acid (S)-1-{1-[2,4-dimethyl-6-(3-trifluoromethoxy-phenyl)-pyridine-3-carbonyl]-piperidin-4-yl}-pyrrolidin-2-ylmethyl ester). Reaction SMILES: BrC1C=C(C)C(C(N2CCC(N3CCCC3)CC2)=O)=C(C)C=1.[CH3:23][C:24]1[C:29]([C:30]([N:32]2[CH2:37][CH2:36][CH:35]([N:38]3[CH2:42][CH2:41][CH2:40][CH2:39]3)[CH2:34][CH2:33]2)=[O:31])=[C:28]([CH3:43])[CH:27]=[C:26]([C:44]2[CH:49]=[CH:48][CH:47]=[C:46]([O:50][C:51]([F:54])([F:53])[F:52])[CH:45]=2)[N:25]=1.N1CCC(N2CCC[C@H]2[CH2:66][O:67][C:68](=[O:75])[C:69]2[CH:74]=[CH:73][CH:72]=[CH:71][CH:70]=2)CC1>>[CH3:23][C:24]1[C:29]([C:30]([N:32]2[CH2:37][CH2:36][CH:35]([N:38]3[CH2:39][CH2:40][CH2:41][C@H:42]3[CH2:66][O:67][C:68](=[O:75])[C:69]3[CH:74]=[CH:73][CH:72]=[CH:71][CH:70]=3)[CH2:34][CH2:33]2)=[O:31])=[C:28]([CH3:43])[CH:27]=[C:26]([C:44]2[CH:49]=[CH:48][CH:47]=[C:46]([O:50][C:51]([F:53])([F:54])[F:52])[CH:45]=2)[N:25]=1. Procedure details: In analogy to the procedures described for intermediate 1 and for intermediate 4B,2,4-dimethyl-6-(3-trifluoromethoxy-phenyl)-nicotinic acid (example 28) was converted into its acid chloride and reacted with benzoic acid (S)-1-piperidin-4-yl-pyrrolidin-2-ylmethyl ester (intermediate 3) to give benzoic acid (S)-1-{1-[2,4-dimethyl-6-(3-trifluoromethoxy-phenyl)-pyridine-3-carbonyl]-piperidin-4-yl}-pyrrolidin-2-ylmethyl ester, which was subsequently saponified to give the title compound as colorless ... Reactants: Brc1cccc2cc[nH]c12, C=C[Sn](CCCC)(CCCC)CCCC, CN(C)C=O, CCOC(C)=O, [Cl-], [Li+], O, c1ccc(P(c2ccccc2)c2ccccc2)cc1, Cl[Pd-2](Cl)(c1ccccc1)c1ccccc1. Yields the product C=Cc1cccc2cc[nH]c12. As a reaction SMILES: [Br:37][c:38]1[cH:39][cH:40][cH:41][c:42]2[cH:43][cH:44][nH:45][c:46]12.[CH2:1]([CH2:2][CH2:14][CH3:15])[Sn:3]([CH2:4][CH2:5][CH2:6][CH3:7])([CH2:8][CH2:9][CH2:10][CH3:11])[CH:12]=[CH2:13].[CH3:47][N:48]([CH3:49])[CH:50]=[O:51].[CH3:67][CH2:68][O:69][C:70](=[O:71])[CH3:72].[Cl-:36].[Li+:35].[OH2:73].[c:16]1([P:17]([c:18]2[cH:19][cH:20][cH:21][cH:22][cH:23]2)[c:24]2[cH:25][cH:26][cH:27][cH:28][cH:29]2)[cH:30][cH:31][cH:32][cH:33][cH:34]1.[c:52]1([Pd-2:53]([Cl:54])([Cl:55])[c:56]2[cH:57][cH:58][cH:59][cH:60][cH:61]2)[cH:62][cH:63][cH:64][cH:65][cH:66]1>>[CH:1](=[CH2:2])[c:38]1[cH:39][cH:40][cH:41][c:42]2[cH:43][cH:44][nH:45][c:46]12.